describe an organic reaction: reactants, conditions, products, and yield From a dataset of the Open Reaction Database (ORD), a public repository of structured organic reaction records. Starting materials: Cl (HCl), C(CCCC)C1=CC=C(OCC2OC2)C=C1 (2-(4-pentylphenoxymethyl)oxirane), product, C(CCCC#C)(=O)O (5-hexynoic acid), product, ice water, [Li]CCCC (n-BuLi), CCCCCC (hexane). Solvent: CN(C)P(=O)(N(C)C)N(C)C (HMPA). Run at time 2 hour. Yields the product OC(CC#CCCCC(=O)O)COC1=CC=C(C=C1)CCCCC (8-Hydroxy-9(4-pentylphenoxy)-5-nonynoic acid). Reaction SMILES: [C:1]([OH:8])(=[O:7])[CH2:2][CH2:3][CH2:4][C:5]#[CH:6].[Li]CCCC.CCCCCC.[CH2:20]([C:25]1[CH:35]=[CH:34][C:28]([O:29][CH2:30][CH:31]2[CH2:33][O:32]2)=[CH:27][CH:26]=1)[CH2:21][CH2:22][CH2:23][CH3:24].Cl>CN(P(N(C)C)(N(C)C)=O)C>[OH:32][CH:31]([CH2:30][O:29][C:28]1[CH:27]=[CH:26][C:25]([CH2:20][CH2:21][CH2:22][CH2:23][CH3:24])=[CH:35][CH:34]=1)[CH2:33][C:6]#[C:5][CH2:4][CH2:3][CH2:2][C:1]([OH:8])=[O:7]. Procedure: In a dry flask under N2 was placed 150 ml of HMPA (distilled over NaH) and 15.61 g (0.14 mole) of 5-hexynoic acid, the product of Example 1b, and the mixture cooled in an ice-water bath. A solution of 190 ml of n-BuLi in hexane (0.295 mole) was added dropwise into the flask with stirring. Stirring was continued for an additional 2 hr and 37 g of 2-(4-pentylphenoxymethyl)oxirane, the product of Example 7a, was added. After 2 days stirring, the resulting reaction mixture was poured into an ice wat... Reaction SMILES: [Cl:1][c:2]1[cH:3][c:4](-[c:8]2[cH:9][c:10](=[O:37])[n:11]([CH2:33][CH:34]3[CH2:35][CH2:36]3)[c:12]3[cH:13][cH:14][c:15]([C:18]([c:19]4[n:20]([CH3:24])[cH:21][n:22][cH:23]4)([OH:25])[c:26]4[cH:27][cH:28][c:29]([Cl:32])[cH:30][cH:31]4)[cH:16][c:17]23)[cH:5][cH:6][cH:7]1.[Cl:42][CH2:43][Cl:44].[S:38]([Cl:39])([Cl:40])=[O:41]>>[Cl:1][c:2]1[cH:3][c:4](-[c:8]2[cH:9][c:10](=[O:37])[n:11]([CH2:33][CH:34]3[CH2:35][CH2:36]3)[c:12]3[cH:13][cH:14][c:15]([C:18]([c:19]4[n:20]([CH3:24])[cH:21][n:22][cH:23]4)([c:26]4[cH:27][cH:28][c:29]([Cl:32])[cH:30][cH:31]4)[Cl:40])[cH:16][c:17]23)[cH:5][cH:6][cH:7]1. Starting materials: Cn1cncc1C(O)(c1ccc(Cl)cc1)c1ccc2c(c1)c(-c1cccc(Cl)c1)cc(=O)n2CC1CC1, ClCCl, O=S(Cl)Cl. Product: Cn1cncc1C(Cl)(c1ccc(Cl)cc1)c1ccc2c(c1)c(-c1cccc(Cl)c1)cc(=O)n2CC1CC1.